This data is from the Open Reaction Database (ORD), a public repository of structured organic reaction records. The task is: describe an organic reaction: reactants, conditions, products, and yield The reactants are BrCC(=O)OC(C)(C)C (tert-butyl bromoacetate), C1C(CC2=CC=CC=C12)C(=O)OCC (ethyl indane-2-carboxylate), C[Si](C)(C)[N-][Si](C)(C)C.[Na+] (sodium bis(trimethylsilyl)amide), solution. Run in C1CCOC1 (THF), C1CCOC1 (THF), [Cl-].[Na+].O (brine). Reaction conditions: time 15 minute. The product is C(C)(C)(C)OC(CC1(CC2=CC=CC=C2C1)C(=O)OCC)=O (Ethyl 2-(2-tert-butoxy-2-oxoethyl)indane-2-carboxylate). Reaction SMILES: [CH2:1]1[C:9]2[C:4](=[CH:5][CH:6]=[CH:7][CH:8]=2)[CH2:3][CH:2]1[C:10]([O:12][CH2:13][CH3:14])=[O:11].C[Si]([N-][Si](C)(C)C)(C)C.[Na+].Br[CH2:26][C:27]([O:29][C:30]([CH3:33])([CH3:32])[CH3:31])=[O:28]>C1COCC1.[Cl-].[Na+].O>[C:30]([O:29][C:27](=[O:28])[CH2:26][C:2]1([C:10]([O:12][CH2:13][CH3:14])=[O:11])[CH2:1][C:9]2[C:4](=[CH:5][CH:6]=[CH:7][CH:8]=2)[CH2:3]1)([CH3:33])([CH3:32])[CH3:31] |f:1.2,5.6.7|. Procedure details: To a solution of ethyl indane-2-carboxylate (Schaaf et al., J. Med. Chem. 1983, 26, 328-334) (2.00 g, 10.5 mmol) in THF at −78° C. was added sodium bis(trimethylsilyl)amide (15.8 mL of a 1.0 M solution in THF, 15.8 mmol) dropwise, over 10 min. The mixture was stirred for 15 min, then tert-butyl bromoacetate (3.08 g, 15.8 mmol) was added dropwise, over 30 min. The resulting mixture was stirred for 30 min at −78° C., then poured into brine (20 mL) and extracted with EtOAc (50 mL). The organic laye...